From a dataset of the Open Reaction Database (ORD), a public repository of structured organic reaction records. describe an organic reaction: reactants, conditions, products, and yield RXN SMILES: [CH2:24]([BH-:25]([CH2:26][CH3:27])[CH2:28][CH3:29])[CH3:30].[CH2:35]1[O:36][CH2:37][CH2:38][CH2:39]1.[CH3:1][O:2][c:3]1[cH:4][cH:5][c:6]([NH:7][c:8]2[c:9]3[cH:10][cH:11][c:12]([C:18](=[O:19])[O:20][CH3:21])[n:13][c:14]3[n:15][cH:16][cH:17]2)[cH:22][cH:23]1.[CH3:33][OH:34].[CH3:40][CH2:41][O:42][C:43](=[O:44])[CH3:45].[Li+:31].[OH2:32]>>[CH3:1][O:2][c:3]1[cH:4][cH:5][c:6]([NH:7][c:8]2[c:9]3[cH:10][cH:11][c:12]([CH2:18][OH:19])[n:13][c:14]3[n:15][cH:16][cH:17]2)[cH:22][cH:23]1. Yields the product COc1ccc(Nc2ccnc3nc(CO)ccc23)cc1. Starting materials: CC[BH-](CC)CC, C1CCOC1, COC(=O)c1ccc2c(Nc3ccc(OC)cc3)ccnc2n1, CO, CCOC(C)=O, [Li+], O.